From a dataset of the Open Reaction Database (ORD), a public repository of structured organic reaction records. describe an organic reaction: reactants, conditions, products, and yield Starting materials: CCCC[N+](CCCC)(CCCC)CCCC, CC(C)[Si](OC1C(OCCc2cn(S(=O)(=O)c3ccccc3)c3ccccc23)OC(COCCCCCN=[N+]=[N-])C(OCc2ccccc2)C1OCc1ccccc1)(C(C)C)C(C)C, ClCCl, [F-]. The product is [N-]=[N+]=NCCCCCOCC1OC(OCCc2cn(S(=O)(=O)c3ccccc3)c3ccccc23)C(O)C(OCc2ccccc2)C1OCc1ccccc1. RXN SMILES: [CH3:66][CH2:67][CH2:68][CH2:69][N+:70]([CH2:71][CH2:72][CH2:73][CH3:74])([CH2:75][CH2:76][CH2:77][CH3:78])[CH2:79][CH2:80][CH2:81][CH3:82].[CH:1]([Si:2]([CH:3]([CH3:4])[CH3:59])([O:5][CH:6]1[CH:7]([O:8][CH2:9][CH2:10][c:11]2[cH:12][n:13]([S:20](=[O:21])(=[O:22])[c:23]3[cH:24][cH:25][cH:26][cH:27][cH:28]3)[c:14]3[cH:15][cH:16][cH:17][cH:18][c:19]23)[O:29][CH:30]([CH2:49][O:50][CH2:51][CH2:52][CH2:53][CH2:54][CH2:55][N:56]=[N+:57]=[N-:58])[CH:31]([O:41][CH2:42][c:43]2[cH:44][cH:45][cH:46][cH:47][cH:48]2)[CH:32]1[O:33][CH2:34][c:35]1[cH:36][cH:37][cH:38][cH:39][cH:40]1)[CH:60]([CH3:61])[CH3:62])([CH3:63])[CH3:64].[Cl:83][CH2:84][Cl:85].[F-:65]>>[OH:5][CH:6]1[CH:7]([O:8][CH2:9][CH2:10][c:11]2[cH:12][n:13]([S:20](=[O:21])(=[O:22])[c:23]3[cH:24][cH:25][cH:26][cH:27][cH:28]3)[c:14]3[cH:15][cH:16][cH:17][cH:18][c:19]23)[O:29][CH:30]([CH2:49][O:50][CH2:51][CH2:52][CH2:53][CH2:54][CH2:55][N:56]=[N+:57]=[N-:58])[CH:31]([O:41][CH2:42][c:43]2[cH:44][cH:45][cH:46][cH:47][cH:48]2)[CH:32]1[O:33][CH2:34][c:35]1[cH:36][cH:37][cH:38][cH:39][cH:40]1. Reactants: C[O-], CC(=O)c1ccc(OCCN(C)C)cc1, CON=C1CCc2cc(C=O)ccc21, CO, Cl, [Na+], O. Yields the product CON=C1CCc2cc(C=CC(=O)c3ccc(OCCN(C)C)cc3)ccc21. Reaction SMILES: [CH3:15][O-:16].[CH3:19][N:20]([CH2:21][CH2:22][O:23][c:24]1[cH:25][cH:26][c:27]([C:30]([CH3:31])=[O:32])[cH:28][cH:29]1)[CH3:33].[CH3:1][O:2][N:3]=[C:4]1[CH2:5][CH2:6][c:7]2[cH:8][c:9]([CH:13]=[O:14])[cH:10][cH:11][c:12]21.[CH3:34][OH:35].[ClH:18].[Na+:17].[OH2:36]>>[CH3:1][O:2][N:3]=[C:4]1[CH2:5][CH2:6][c:7]2[cH:8][c:9]([CH:13]=[CH:31][C:30]([c:27]3[cH:26][cH:25][c:24]([O:23][CH2:22][CH2:21][N:20]([CH3:19])[CH3:33])[cH:29][cH:28]3)=[O:32])[cH:10][cH:11][c:12]21. Starting materials: CCCCc1ccc(C#N)cc1, CCO, Cl. The product is CCCCc1ccc(CN)cc1, Cl. Reaction SMILES: [CH2:1]([CH2:2][CH2:3][CH3:4])[c:5]1[cH:6][cH:7][c:8]([C:9]#[N:10])[cH:11][cH:12]1.[CH3:14][CH2:15][OH:16].[ClH:13]>>[CH2:1]([CH2:2][CH2:3][CH3:4])[c:5]1[cH:6][cH:7][c:8]([CH2:9][NH2:10])[cH:11][cH:12]1.[ClH:13]. Reaction SMILES: [C:36](=[O:37])([O-:38])[O-:39].[CH3:1][O:2][c:3]1[cH:4][c:5]2[c:6]([O:21][c:22]3[cH:23][c:24]4[cH:25][c:26]([CH3:31])[nH:27][c:28]4[cH:29][cH:30]3)[n:7][cH:8][n:9][c:10]2[cH:11][c:12]1[O:13][CH2:14][CH:15]1[CH2:16][CH2:17][NH:18][CH2:19][CH2:20]1.[Cl:32][CH2:33][C:34]#[N:35].[I-:43].[K+:40].[K+:41].[K+:42].[O:44]=[CH:45][N:46]([CH3:47])[CH3:48].[OH2:49]>>[CH3:1][O:2][c:3]1[cH:4][c:5]2[c:6]([O:21][c:22]3[cH:23][c:24]4[cH:25][c:26]([CH3:31])[nH:27][c:28]4[cH:29][cH:30]3)[n:7][cH:8][n:9][c:10]2[cH:11][c:12]1[O:13][CH:14]([CH:15]1[CH2:16][CH2:17][NH:18][CH2:19][CH2:20]1)[CH2:33][C:34]#[N:35]. Yields the product COc1cc2c(Oc3ccc4[nH]c(C)cc4c3)ncnc2cc1OC(CC#N)C1CCNCC1. Starting materials: O=C([O-])[O-], COc1cc2c(Oc3ccc4[nH]c(C)cc4c3)ncnc2cc1OCC1CCNCC1, N#CCCl, [I-], [K+], [K+], [K+], CN(C)C=O, O. Reactants: [Li]CCCC, COCCOC, CCCCCC, Cc1ccccc1, CN(C)c1cccc(O)c1, O=C(C=P(c1ccccc1)(c1ccccc1)c1ccccc1)CI, c1ccccc1. Yields the product CN(C)c1cccc(OCC(=O)C=P(c2ccccc2)(c2ccccc2)c2ccccc2)c1. RXN SMILES: [CH2:1]([Li:2])[CH2:3][CH2:4][CH3:5].[CH2:46]([CH2:47][O:48][CH3:49])[O:50][CH3:51].[CH3:40][CH2:41][CH2:42][CH2:43][CH2:44][CH3:45].[CH3:58][c:59]1[cH:60][cH:61][cH:62][cH:63][cH:64]1.[CH3:6][N:7]([c:8]1[cH:9][c:10]([OH:14])[cH:11][cH:12][cH:13]1)[CH3:15].[I:16][CH2:17][C:18]([CH:19]=[P:20]([c:21]1[cH:22][cH:23][cH:24][cH:25][cH:26]1)([c:27]1[cH:28][cH:29][cH:30][cH:31][cH:32]1)[c:33]1[cH:34][cH:35][cH:36][cH:37][cH:38]1)=[O:39].[cH:52]1[cH:53][cH:54][cH:55][cH:56][cH:57]1>>[CH3:6][N:7]([c:8]1[cH:9][c:10]([O:14][CH2:17][C:18]([CH:19]=[P:20]([c:21]2[cH:22][cH:23][cH:24][cH:25][cH:26]2)([c:27]2[cH:28][cH:29][cH:30][cH:31][cH:32]2)[c:33]2[cH:34][cH:35][cH:36][cH:37][cH:38]2)=[O:39])[cH:11][cH:12][cH:13]1)[CH3:15]. Starting materials: COCCOC, O=Cc1ccc(B(O)O)cc1, Clc1nc2nccn2cc1-c1ccccc1, ClCCl, [Na+], [Na+], O=C([O-])[O-], O. Product: O=Cc1ccc(-c2nc3nccn3cc2-c2ccccc2)cc1. RXN SMILES: [CH3:34][O:35][CH2:36][CH2:37][O:38][CH3:39].[CH:17](=[O:18])[c:19]1[cH:20][cH:21][c:22]([B:25]([OH:26])[OH:27])[cH:23][cH:24]1.[Cl:1][c:2]1[n:3][c:4]2[n:5]([cH:6][c:7]1-[c:8]1[cH:9][cH:10][cH:11][cH:12][cH:13]1)[cH:14][cH:15][n:16]2.[Cl:41][CH2:42][Cl:43].[Na+:28].[Na+:29].[O-:30][C:31](=[O:32])[O-:33].[OH2:40]>>[c:2]1(-[c:22]2[cH:21][cH:20][c:19]([CH:17]=[O:18])[cH:24][cH:23]2)[n:3][c:4]2[n:5]([cH:6][c:7]1-[c:8]1[cH:9][cH:10][cH:11][cH:12][cH:13]1)[cH:14][cH:15][n:16]2. Starting materials: BrC=1C=C2C(=CC=NC2=CC1)N1CCC(CC1)OC1=CC=C(C=C1)S(=O)(=O)C(F)(F)F (6-bromo-4-[4-(4-trifluoromethylsulfonylphenoxy)piperidin-1-yl] quinoline), C(C1=CC=CC=C1)(C1=CC=CC=C1)(C1=CC=CC=C1)N1N=CC(=C1)B(O)O (1-trityl-1H-4-pyrazolylboronic acid). Product: C(C1=CC=CC=C1)(C1=CC=CC=C1)(C1=CC=CC=C1)N1N=CC(=C1)C=1C=C2C(=CC=NC2=CC1)N1CCC(CC1)OC1=CC=C(C=C1)S(=O)(=O)C(F)(F)F (6-(1-trityl-1H-pyrazol-4-yl)-4-[4-(4-trifluoromethylsulfonylphenoxy)piperidin-1-yl] quinoline). Yield: 94.6%. Reaction SMILES: Br[C:2]1[CH:3]=[C:4]2[C:9](=[CH:10][CH:11]=1)[N:8]=[CH:7][CH:6]=[C:5]2[N:12]1[CH2:17][CH2:16][CH:15]([O:18][C:19]2[CH:24]=[CH:23][C:22]([S:25]([C:28]([F:31])([F:30])[F:29])(=[O:27])=[O:26])=[CH:21][CH:20]=2)[CH2:14][CH2:13]1.[C:32]([N:51]1[CH:55]=[C:54](B(O)O)[CH:53]=[N:52]1)([C:45]1[CH:50]=[CH:49][CH:48]=[CH:47][CH:46]=1)([C:39]1[CH:44]=[CH:43][CH:42]=[CH:41][CH:40]=1)[C:33]1[CH:38]=[CH:37][CH:36]=[CH:35][CH:34]=1>>[C:32]([N:51]1[CH:55]=[C:54]([C:2]2[CH:3]=[C:4]3[C:9](=[CH:10][CH:11]=2)[N:8]=[CH:7][CH:6]=[C:5]3[N:12]2[CH2:17][CH2:16][CH:15]([O:18][C:19]3[CH:20]=[CH:21][C:22]([S:25]([C:28]([F:29])([F:31])[F:30])(=[O:26])=[O:27])=[CH:23][CH:24]=3)[CH2:14][CH2:13]2)[CH:53]=[N:52]1)([C:39]1[CH:40]=[CH:41][CH:42]=[CH:43][CH:44]=1)([C:45]1[CH:50]=[CH:49][CH:48]=[CH:47][CH:46]=1)[C:33]1[CH:34]=[CH:35][CH:36]=[CH:37][CH:38]=1. Reported procedure: 150 mg 6-bromo-4-[4-(4-trifluoromethylsulfonylphenoxy)piperidin-1-yl] quinoline (compound in Production Example 456) and 134 mg 1-trityl-1H-4-pyrazolylboronic acid were reacted in the same manner as in Example 9, to give 205 mg 6-(1-trityl-1H-pyrazol-4-yl)-4-[4-(4-trifluoromethylsulfonylphenoxy)piperidin-1-yl] quinoline. This product was reacted in the same manner as in Example 67, to give 90 mg of the title compound as pale yellow crystals. Reactants: NC1=NC2=C(C=3C=C(C=NC13)CCC1=C(C=C(C=C1)OC)C)C=CC(=C2)/C=C/C(=O)OCC ((E)-ethyl 3-(5-amino-2-(4-methoxy-2-methylphenethyl)benzo[f][1,7]naphthyridin-8-yl)acrylate), C(=O)(C(F)(F)F)O (TFA). Product: NC1=NC2=C(C=3C=C(C=NC13)CCC1=C(C=C(C=C1)OC)C)C=CC(=C2)/C=C/C(=O)O ((E)-3-(5-amino-2-(4-methoxy-2-methylphenethyl)benzo[f][1,7]naphthyridin-8-yl)acrylic acid). Reaction SMILES: [NH2:1][C:2]1[C:11]2[N:10]=[CH:9][C:8]([CH2:12][CH2:13][C:14]3[CH:19]=[CH:18][C:17]([O:20][CH3:21])=[CH:16][C:15]=3[CH3:22])=[CH:7][C:6]=2[C:5]2[CH:23]=[CH:24][C:25](/[CH:27]=[CH:28]/[C:29]([O:31]CC)=[O:30])=[CH:26][C:4]=2[N:3]=1.C(O)(C(F)(F)F)=O>>[NH2:1][C:2]1[C:11]2[N:10]=[CH:9][C:8]([CH2:12][CH2:13][C:14]3[CH:19]=[CH:18][C:17]([O:20][CH3:21])=[CH:16][C:15]=3[CH3:22])=[CH:7][C:6]=2[C:5]2[CH:23]=[CH:24][C:25](/[CH:27]=[CH:28]/[C:29]([OH:31])=[O:30])=[CH:26][C:4]=2[N:3]=1. Procedure: (E)-3-(5-amino-2-(4-methoxy-2-methylphenethyl)benzo[f][1,7]naphthyridin-8-yl)acrylic acid was prepared from (E)-ethyl 3-(5-amino-2-(4-methoxy-2-methylphenethyl)benzo[f][1,7]naphthyridin-8-yl)acrylate (from Example 80) following the procedures described for Example 68. 1H NMR of TFA salt (DMSO-d6): δ 12.66 (s, 1H), 9.09 (s, 1H), 8.88 (s, 1H), 8.66 (d, 1H), 7.95 (d, 1H), 7.91 (s, 1H), 7.75 (d, 1H), 7.10 (d, 1H), 6.77-6.71 (m, 2H), 6.68 (dd, 1H), 3.70 (s, 3H), 3.16 (t, 2H), 3.00 (t, 2H), 2.30 (s, 3...